This data is from the Open Reaction Database (ORD), a public repository of structured organic reaction records. The task is: describe an organic reaction: reactants, conditions, products, and yield The reactants are CC(=O)NCCCS(=O)(=O)OCC(C)(C)C(OCc1ccccc1)C(=O)OCOC(=O)OC(C)C, CCO, O=C1c2ccccc2C(=O)N1CCCS(=O)(=O)Cl. Yields the product CC(=O)NCCCS(=O)(=O)OCC(C)(C)C(O)C(=O)OCOC(=O)OC(C)C. RXN SMILES: [C:1]([CH3:2])(=[O:3])[NH:4][CH2:5][CH2:6][CH2:7][S:8](=[O:9])(=[O:10])[O:11][CH2:12][C:13]([CH:14]([C:15](=[O:16])[O:17][CH2:18][O:19][C:20](=[O:21])[O:22][CH:23]([CH3:24])[CH3:25])[O:26][CH2:27][c:28]1[cH:29][cH:30][cH:31][cH:32][cH:33]1)([CH3:34])[CH3:35].[CH3:54][CH2:55][OH:56].[Cl:36][S:37]([CH2:38][CH2:39][CH2:40][N:41]1[C:42](=[O:43])[c:44]2[cH:45][cH:46][cH:47][cH:48][c:49]2[C:50]1=[O:51])(=[O:52])=[O:53]>>[C:1]([CH3:2])(=[O:3])[NH:4][CH2:5][CH2:6][CH2:7][S:8](=[O:9])(=[O:10])[O:11][CH2:12][C:13]([CH:14]([C:15](=[O:16])[O:17][CH2:18][O:19][C:20](=[O:21])[O:22][CH:23]([CH3:24])[CH3:25])[OH:26])([CH3:34])[CH3:35]. The reactants are O=C(O)CC1CSC(c2cc3cc(Cl)cc(NC4CCCC4)c3[nH]2)=N1, NCCCN1CCOCC1. Product: O=C(CC1CSC(c2cc3cc(Cl)cc(NC4CCCC4)c3[nH]2)=N1)NCCCN1CCOCC1. RXN SMILES: [Cl:1][c:2]1[cH:3][c:4]2[cH:5][c:6]([C:17]3=[N:21][CH:20]([CH2:22][C:23](=[O:24])[OH:25])[CH2:19][S:18]3)[nH:7][c:8]2[c:9]([NH:11][CH:12]2[CH2:13][CH2:14][CH2:15][CH2:16]2)[cH:10]1.[NH2:26][CH2:27][CH2:28][CH2:29][N:30]1[CH2:31][CH2:32][O:33][CH2:34][CH2:35]1>>[Cl:1][c:2]1[cH:3][c:4]2[cH:5][c:6]([C:17]3=[N:21][CH:20]([CH2:22][C:23](=[O:25])[NH:26][CH2:27][CH2:28][CH2:29][N:30]4[CH2:31][CH2:32][O:33][CH2:34][CH2:35]4)[CH2:19][S:18]3)[nH:7][c:8]2[c:9]([NH:11][CH:12]2[CH2:13][CH2:14][CH2:15][CH2:16]2)[cH:10]1. The reactants are solution, [F-].C(CCC)[N+](CCCC)(CCCC)CCCC (tetrabutylarnmonium fluoride), CC([C@@H](C(=O)C)NC([C@H](CCCCCCC)C[C@H](CSC(C1=CC=CC=C1)(C1=CC=CC=C1)C1=CC=CC=C1)O[Si](C)(C)C(C)(C)C)=O)(C)C ((2R)-2-[(2R)-2-(tert-Butyl-dimethylsilanyloxy)-3-tritylsulfanylpropyl]-nonanoic acid ((1S)-2,2-dimethyl-1-methylcarbonylpropyl)amide). Solvent: C1CCOC1 (THF), C1CCOC1 (THF), CCOCC (ether). Conditions: time 4 hour. Yields the product CC([C@@H](C(NC)=O)NC([C@H](CCCCCCC)C[C@H](CSC(C1=CC=CC=C1)(C1=CC=CC=C1)C1=CC=CC=C1)O)=O)(C)C ((2R)-2-((2R)-2-Hydroxy-3-tritylsulfanylpropyl)nonanoic acid ((1S)-2,2-dimethyl-1-methylcarbamoylpropyl)amide). Isolated yield 64.0%. RXN SMILES: [CH3:1][C:2]([CH3:50])([CH3:49])[C@H:3]([NH:7][C:8](=[O:48])[C@@H:9]([CH2:17][C@@H:18]([O:40][Si](C(C)(C)C)(C)C)[CH2:19][S:20][C:21]([C:34]1[CH:39]=[CH:38][CH:37]=[CH:36][CH:35]=1)([C:28]1[CH:33]=[CH:32][CH:31]=[CH:30][CH:29]=1)[C:22]1[CH:27]=[CH:26][CH:25]=[CH:24][CH:23]=1)[CH2:10][CH2:11][CH2:12][CH2:13][CH2:14][CH2:15][CH3:16])[C:4](C)=[O:5].[F-].[CH2:52]([N+:56](CCCC)(CCCC)CCCC)CCC>C1COCC1.CCOCC>[CH3:50][C:2]([CH3:1])([CH3:49])[C@H:3]([NH:7][C:8](=[O:48])[C@@H:9]([CH2:17][C@@H:18]([OH:40])[CH2:19][S:20][C:21]([C:34]1[CH:39]=[CH:38][CH:37]=[CH:36][CH:35]=1)([C:28]1[CH:29]=[CH:30][CH:31]=[CH:32][CH:33]=1)[C:22]1[CH:27]=[CH:26][CH:25]=[CH:24][CH:23]=1)[CH2:10][CH2:11][CH2:12][CH2:13][CH2:14][CH2:15][CH3:16])[C:4](=[O:5])[NH:56][CH3:52] |f:1.2|. Procedure: To a solution of 5.13 g (7.027 mmol) of the product of Example 29 dissolved in 75 mL of THF was added 17.6 mL (0.018 mmol) of a 1.0M solution of tetrabutylarnmonium fluoride in THF. The reaction mixture was stirred at room temperature for 4 h and then diluted with ether. The resulting solution was washed with water and brine, dried over MgSO4, filtered and concentrated in vacuo. The residue was chromatographed on silica gel eluting with EtOAc/Hexanes (gradient: 1:3-1:1) to provide 2.78 g (64%) o... Starting materials: ClC1=CC=CC(=N1)C(=O)O (6-chloro-2-pyridinecarboxylic acid), C(=O)(N1C=NC=C1)N1C=NC=C1 (1,1′-carbonylbis-1H-imidazole), O (water), [Mg+].C(CC(=O)[O-])(=O)OCC (monoethyl malonate magnesium salt). The solvent is O1CCCC1 (tetrahydrofuran). Run at time 30 minute. The product is ClC1=CC=CC(=N1)C(CC(=O)OCC)=O (ethyl 3-(6-chloro-2-pyridyl)-3-oxopropionate). Isolated yield 100.2%. Reaction SMILES: [Cl:1][C:2]1[N:7]=[C:6]([C:8]([OH:10])=O)[CH:5]=[CH:4][CH:3]=1.C(N1C=CN=C1)(N1C=CN=C1)=O.[Mg+].[C:24]([O:30][CH2:31][CH3:32])(=[O:29])[CH2:25]C([O-])=O.O>O1CCCC1>[Cl:1][C:2]1[N:7]=[C:6]([C:8](=[O:10])[CH2:25][C:24]([O:30][CH2:31][CH3:32])=[O:29])[CH:5]=[CH:4][CH:3]=1 |f:2.3|. Procedure details: To a solution of 6-chloro-2-pyridinecarboxylic acid (10 g, 63.5 mmol) in tetrahydrofuran (150 ml) was added 1,1′-carbonylbis-1H-imidazole (11.3 g, 69.8 mmol), and the mixture was heated under reflux for 30 min. The reaction solution was cooled, and monoethyl malonate magnesium salt (10 g, 34.9 mmol) was added. The mixture was stirred at room temperature for 30 min. To the reaction solution was added water (200 ml) and the mixture was extracted with ethyl acetate (200 ml×2). The extract was washe... Solvent: CO (methanol). Reactants: CN.C(C)(C)(C)OC(NCC1CN(CC1)CC1=CC=CC=C1)=O ((1-benzyl-pyrrolidin-3-ylmethyl)-carbamic acid tert-butyl ester methyl amine), OCC1(O)[C@H](O)[C@H](O)[C@H](O)CO1 (Psi). Reported procedure: To a solution of (1-benzyl-pyrrolidin-3-ylmethyl)-carbamic acid tert-butyl ester methyl amine (1.0 g, 3.28 mmol) in methanol (35 ml) was added Pd/C (20%) (0.22 g). The resulting mixture was hydrogenated at 50 Psi over night. The Pd was filtered over Celite and evaporated to dryness to give the desired product in 92% yield. The yield is 92.0%. Yields the product C(C)(C)(C)OC(N)=O.CNCC1CNCC1 ((Methyl-pyrrolidine-3-ylmethyl-amine)-carbamic acid tert-butyl ester). Reagents/catalysts: [Pd] (Pd/C). RXN SMILES: CN.[C:3]([O:7][C:8](=[O:23])[NH:9][CH2:10][CH:11]1[CH2:15][CH2:14][N:13](CC2C=CC=CC=2)[CH2:12]1)([CH3:6])([CH3:5])[CH3:4].OCC1(OC[C@@H](O)[C@@H](O)[C@H]1O)O>CO.[Pd]>[C:3]([O:7][C:8](=[O:23])[NH2:9])([CH3:6])([CH3:5])[CH3:4].[CH3:8][NH:9][CH2:10][CH:11]1[CH2:15][CH2:14][NH:13][CH2:12]1 |f:0.1,5.6|. Starting materials: ClC1=CC(=CC=C1)C(=O)OO (m-chloroperbenzoic acid), COC1=CC(=NC2=CC=CC=C12)C (4-methoxyquinaldine), OC1=CC(=NC2=CC=CC=C12)C (4-hydroxyquinaldine), [OH-].[Na+] (NaOH), [ 11 ]. Solvent: O (H2O), C(Cl)(Cl)Cl (chloroform). Run at temperature 40 celsius. Yields the product COC=1C=C([N+](=C2C=CC=CC12)[O-])C (4-methoxyquinaldine-N-oxide). Reaction SMILES: [CH3:1][O:2][C:3]1[C:12]2[C:7](=[CH:8][CH:9]=[CH:10][CH:11]=2)[N:6]=[C:5]([CH3:13])[CH:4]=1.[OH:14]C1C2C(=CC=CC=2)N=C(C)C=1.ClC1C=CC=C(C(OO)=O)C=1.[OH-].[Na+]>C(Cl)(Cl)Cl.O>[CH3:1][O:2][C:3]1[CH:4]=[C:5]([CH3:13])[N+:6]([O-:14])=[C:7]2[C:12]=1[CH:11]=[CH:10][CH:9]=[CH:8]2 |f:3.4|. Procedure details: 31 g of 4-methoxyquinaldine (prepared from 4-hydroxyquinaldine by the method of M. Maurin, A. Ch. 4 [11] (1935), 301 and 335) are taken up in 80 ml of chloroform at room temperature, and 42 g of 85% strength m-chloroperbenzoic acid are added a little at a time, with stirring. The mixture is heated at 40° C. for 2 hours and is then cooled to 20° C. and brought to pH 6-7 with about 9 g of NaOH in 50 ml of H2O. The organic phase is separated off, dried with Na2SO4, filtered and concentrated. 34 g o... Reactants: CCCCCC=CCC=CCC=CCCCCC(=O)OCCCO, C(=NC1CCCCC1)=NC1CCCCC1, ClCCl, CN(C)c1ccncc1, O=C(O)CCCc1ccccc1. Product: CCCCCC=CCC=CCC=CCCCCC(=O)OCCCOC(=O)CCCc1ccccc1. Reaction SMILES: [C:16]([CH2:17][CH2:18][CH2:19][CH2:20][CH:21]=[CH:22][CH2:23][CH:24]=[CH:25][CH2:26][CH:27]=[CH:28][CH2:29][CH2:30][CH2:31][CH2:32][CH3:33])(=[O:34])[O:35][CH2:36][CH2:37][CH2:38][OH:39].[CH2:1]1[CH2:2][CH2:3][CH:4]([N:5]=[C:6]=[N:7][CH:8]2[CH2:9][CH2:10][CH2:11][CH2:12][CH2:13]2)[CH2:14][CH2:15]1.[CH2:61]([Cl:62])[Cl:63].[CH3:52][N:53]([c:54]1[cH:55][cH:56][n:57][cH:58][cH:59]1)[CH3:60].[c:40]1([CH2:46][CH2:47][CH2:48][C:49](=[O:50])[OH:51])[cH:41][cH:42][cH:43][cH:44][cH:45]1>>[C:16]([CH2:17][CH2:18][CH2:19][CH2:20][CH:21]=[CH:22][CH2:23][CH:24]=[CH:25][CH2:26][CH:27]=[CH:28][CH2:29][CH2:30][CH2:31][CH2:32][CH3:33])(=[O:34])[O:35][CH2:36][CH2:37][CH2:38][O:39][C:49]([CH2:48][CH2:47][CH2:46][c:40]1[cH:41][cH:42][cH:43][cH:44][cH:45]1)=[O:50]. The reactants are OC1=CC=C2C(CC(OC2=C1)(C)C)=O (7-hydroxy-2,2-dimethylchroman-4-one), Cl (HCl). Reagents/catalysts: [Zn] (zinc). The solvent is CO (MeOH). Reaction conditions: temperature 0 celsius, time 10 minute. The product is CC1(OC2=CC(=CC=C2CC1)O)C (2,2-dimethylchroman-7-ol). Isolated yield 62.6%. As a reaction SMILES: [OH:1][C:2]1[CH:11]=[C:10]2[C:5]([C:6](=O)[CH2:7][C:8]([CH3:13])([CH3:12])[O:9]2)=[CH:4][CH:3]=1.Cl>CO.[Zn]>[CH3:12][C:8]1([CH3:13])[CH2:7][CH2:6][C:5]2[C:10](=[CH:11][C:2]([OH:1])=[CH:3][CH:4]=2)[O:9]1. Procedure: A mixture of 7-hydroxy-2,2-dimethylchroman-4-one (500 mg, 2.60 mmol) and HCl (conc. 10 mL) in MeOH (30 mL) was stirred at 0° C. for 10 min, then zinc power (300 mg) was added slowly. After stirring at room temperature for 16 hrs, the solvents were removed under reduced pressure and the mixture was extracted with EtOAc (150×3 mL). The combined organic layers were washed with brine, dried over Na2SO4, filtered and concentrated. The residue was purified by reverse phase column flash (28%-35% MeCN i... Starting materials: C(=O)(OC)C1=CC=C(C(=O)Cl)C=C1 (4-Carbomethoxybenzoyl chloride), C(CCCN)N (1,4-butanediamine). The solvent is C1(=CC=CC=C1)C (toluene), O (water). Run at temperature 25 celsius, time 2 hour. Yields the product C(=O)(OC)C1=CC=C(C(=O)NCCCCNC(C2=CC=C(C=C2)C(=O)OC)=O)C=C1 (N,N'-Di(4-carbomethoxybenzoyl)-1,4-butanediamine). As a reaction SMILES: [C:1]([C:5]1[CH:13]=[CH:12][C:8]([C:9](Cl)=[O:10])=[CH:7][CH:6]=1)([O:3][CH3:4])=[O:2].[CH2:14]([NH2:19])[CH2:15][CH2:16][CH2:17][NH2:18]>C1(C)C=CC=CC=1.O>[C:1]([C:5]1[CH:13]=[CH:12][C:8]([C:9]([NH:18][CH2:17][CH2:16][CH2:15][CH2:14][NH:19][C:9](=[O:10])[C:8]2[CH:7]=[CH:6][C:5]([C:1]([O:3][CH3:4])=[O:2])=[CH:13][CH:12]=2)=[O:10])=[CH:7][CH:6]=1)([O:3][CH3:4])=[O:2]. Procedure: 4-Carbomethoxybenzoyl chloride (19.07 g, 0.096 mol) was dissolved in toluene (380 mL) in a 3-necked, 1000 mL round-bottomed flask equipped with mechanical stirrer, thermometer, and addition funnel A solution of 1,4-butanediamine in water (80 mL) was added dropwise over a period of 40 minutes while the temperature of the reaction mixture was maintained at 25° C. by a water bath. A white solid formed immediately and the reaction mixture stirred for an additional 2 hours. The solid was collected on... The reactants are Cc1ccc(S(=O)(=O)OCC2(C#N)CCCC2)cc1, CCOC(C)=O, O=Cc1cc(Cl)ccc1O, [K+], [K+], O=C([O-])[O-], CN(C)C=O, O. Product: N#CC1(COc2ccc(Cl)cc2C=O)CCCC1. RXN SMILES: [C:1](#[N:2])[C:3]1([CH2:8][O:9][S:10]([c:11]2[cH:12][cH:13][c:14]([CH3:15])[cH:16][cH:17]2)(=[O:18])=[O:19])[CH2:4][CH2:5][CH2:6][CH2:7]1.[CH3:42][CH2:43][O:44][C:45]([CH3:46])=[O:47].[Cl:20][c:21]1[cH:22][cH:23][c:24]([OH:29])[c:25]([CH:26]=[O:27])[cH:28]1.[K+:30].[K+:31].[O-:32][C:33]([O-:34])=[O:35].[O:37]=[CH:38][N:39]([CH3:40])[CH3:41].[OH2:36]>>[C:1](#[N:2])[C:3]1([CH2:8][O:9][c:24]2[cH:23][cH:22][c:21]([Cl:20])[cH:28][c:25]2[CH:26]=[O:27])[CH2:4][CH2:5][CH2:6][CH2:7]1.